Dataset: the Open Reaction Database (ORD), a public repository of structured organic reaction records. Task: describe an organic reaction: reactants, conditions, products, and yield Reactants: BrC1=CC(=C(OC2C(N(CCC2)C2CCN(CC2)C(=O)OC(C)(C)C)=O)C=C1F)F (tert-butyl 3-(4-bromo-2,5-difluorophenoxy)-2-oxo-1,4′-bipiperidine-1′-carboxylate), CS(=O)[O-].[Na+] (sodium methanesulfinate), [C@@H]1([C@@H](CCCC1)N)N (trans-cyclohexane-1,2-diamine), Cl (HCl). Solvent: C(Cl)Cl (CH2Cl2), CS(=O)C (DMSO), O (water), CCOC(=O)C (EtOAc), CCOCC (ether). Run at temperature 110 celsius, time 8 hour. The product is Cl.FC1=C(OC2C(N(CCC2)C2CCNCC2)=O)C=C(C(=C1)S(=O)(=O)C)F (3-(2,5-difluoro-4-(methylsulfonyl)phenoxy)-1,4′-bipiperidin-2-one HCl salt). The yield is 89.0%. As a reaction SMILES: Br[C:2]1[C:28]([F:29])=[CH:27][C:5]([O:6][CH:7]2[CH2:12][CH2:11][CH2:10][N:9]([CH:13]3[CH2:18][CH2:17][N:16](C(OC(C)(C)C)=O)[CH2:15][CH2:14]3)[C:8]2=[O:26])=[C:4]([F:30])[CH:3]=1.[CH3:31][S:32]([O-:34])=[O:33].[Na+].[C@@H]1(N)CCCC[C@H]1N.[ClH:44]>CS(C)=O.O.CCOC(C)=O.C(Cl)Cl.CCOCC>[ClH:44].[F:30][C:4]1[CH:3]=[C:2]([S:32]([CH3:31])(=[O:34])=[O:33])[C:28]([F:29])=[CH:27][C:5]=1[O:6][CH:7]1[CH2:12][CH2:11][CH2:10][N:9]([CH:13]2[CH2:18][CH2:17][NH:16][CH2:15][CH2:14]2)[C:8]1=[O:26] |f:1.2,10.11|. Reported procedure: To a solution of tert-butyl 3-(4-bromo-2,5-difluorophenoxy)-2-oxo-1,4′-bipiperidine-1′-carboxylate (710 mg, 1.45 mmol) in DMSO (4 mL) was added Cu(I) triflate benzene complex (73 mg, 0.145 mmol), sodium methanesulfinate (222 mg, 2.18 mmol) and trans-cyclohexane-1,2-diamine (66.3 mg, 0.580 mmol). The reaction was heated at 110° C. overnight. The reaction was cooled to ambient temperature and diluted with water (5 mL) and EtOAc (5 mL). The organic layer was separated and the aqueous washed with Et... Starting materials: three-hole, COCCOCCOCCC1C2=CC=CC=C2C=2C=CC=CC12 (9-methoxyethoxyethoxyethylfluorene), C=O (paraformaldehyde), C(C)(=O)O.Br (HBr acetic acid), Br (HBr), C(C)OC(C)=O.CCCCCC (ethylacetate hexan). Solvent: O (water). Product: BrCC1=CC=2C(C3=CC(=CC=C3C2C=C1)CBr)CCOCCOCCOC (2,7-bis(bromomethyl)-9-{2-[2-(2-methoxyethoxy)ethoxy]ethyl}fluorene). Yield: 80.0%. As a reaction SMILES: COCCOCCO[CH2:9][CH2:10][CH:11]1[C:23]2[CH:22]=[CH:21][CH:20]=[CH:19][C:18]=2[C:17]2[C:12]1=[CH:13][CH:14]=[CH:15][CH:16]=2.[CH2:24]=[O:25].[C:26]([OH:29])(=O)C.[BrH:30].[BrH:31].[CH2:32]([O:34][C:35](=O)[CH3:36])[CH3:33].[CH3:38]CCCCC>O>[Br:30][CH2:9][C:10]1[CH:15]=[CH:16][C:17]2[C:18]3[C:19](=[CH:20][C:21]([CH2:38][Br:31])=[CH:22][CH:23]=3)[CH:13]([CH2:14][CH2:24][O:25][CH2:33][CH2:32][O:34][CH2:35][CH2:36][O:29][CH3:26])[C:12]=2[CH:11]=1 |f:2.3,5.6|. Procedure: In a 1 L three-hole flask equipped with a stirrer, a thermometer and a reflux condenser, 31.2 g (0.1 mol) of 9-methoxyethoxyethoxyethylfluorene, 30 g (1.0 mol) of paraformaldehyde, 300 g of 30% HBr acetic acid solution, and 120 g of 48% HBr aqueous solution, were introduced and reacted for 24 hours at a temperature of 60° C. After reaction, the temperature was decreased to room temperature, and the reactant was diluted with 500 ml of cold water, and then extracted three times with 200 ml of dich... Starting materials: O1CCOCC1 (dioxane), [Si](C)(C)(C(C)(C)C)OCCCN1C(N(C2=C(C1=O)C(=C(C=N2)C2=C(C=CC=C2)C(C)C)C(O)C2=CC=C(C=C2)Cl)C)=O (3-(3-((tert-butyldimethylsilyl)oxy)propyl)-5-((4-chlorophenyl) (hydroxy)methyl)-6-(2-isopropylphenyl)-1-methylpyrido[2,3-d]pyrimidine-2,4(1H,3H)-dione), [Si](C)(C)(C(C)(C)C)OCCCN1C(N(C2=C(C1=O)C(=C(C=N2)C2=C(C=CC=C2)C(C)C)C(O)C2=CC=C(C=C2)Cl)C)=O (3-(3-((tert-butyldimethylsilyl)oxy)propyl)-5-((4-chlorophenyl) (hydroxy)methyl)-6-(2-isopropylphenyl)-1-methylpyrido[2,3-d]pyrimidine-2,4(1H,3H)-dione), FC(OC=1C=C(C=CC1)B(O)O)(F)F (3-(trifluoromethoxy)phenylboronic acid), O (water), C(=O)([O-])[O-].[K+].[K+] (K2CO3). The reagents and catalysts are C=1C=CC(=CC1)[P](C=2C=CC=CC2)(C=3C=CC=CC3)[Pd]([P](C=4C=CC=CC4)(C=5C=CC=CC5)C=6C=CC=CC6)([P](C=7C=CC=CC7)(C=8C=CC=CC8)C=9C=CC=CC9)[P](C=1C=CC=CC1)(C=1C=CC=CC1)C=1C=CC=CC1 (Pd(PPh3)4). Conditions: temperature 100 celsius. Yields the product ClC1=CC=C(C=C1)C(C1=C(C=NC=2N(C(N(C(C21)=O)CCCOC2OCCCC2)=O)C)C2=CC(=CC=C2)OC(F)(F)F)O (5-((4-chlorophenyl)(hydroxy)methyl)-1-methyl-3-(3-(tetrahydro-2H-pyran-2-yloxy)propyl)-6-(3-(trifluoromethoxy)phenyl)pyrido[2,3-d]pyrimidine-2,4(1H,3H)-dione). Yield: 17.4%. Reaction SMILES: [Si]([O:8][CH2:9][CH2:10][CH2:11][N:12]1[C:17](=[O:18])[C:16]2[C:19]([CH:32]([C:34]3[CH:39]=[CH:38][C:37]([Cl:40])=[CH:36][CH:35]=3)[OH:33])=[C:20](C3C=CC=CC=3C(C)C)[CH:21]=[N:22][C:15]=2[N:14]([CH3:41])[C:13]1=[O:42])(C(C)(C)C)(C)C.[F:43][C:44]([F:56])([F:55])[O:45][C:46]1[CH:47]=[C:48](B(O)O)[CH:49]=[CH:50][CH:51]=1.O.[C:58]([O-])([O-])=O.[K+].[K+].O1[CH2:69][CH2:68][O:67][CH2:66][CH2:65]1>C1C=CC([P]([Pd]([P](C2C=CC=CC=2)(C2C=CC=CC=2)C2C=CC=CC=2)([P](C2C=CC=CC=2)(C2C=CC=CC=2)C2C=CC=CC=2)[P](C2C=CC=CC=2)(C2C=CC=CC=2)C2C=CC=CC=2)(C2C=CC=CC=2)C2C=CC=CC=2)=CC=1>[Cl:40][C:37]1[CH:36]=[CH:35][C:34]([CH:32]([OH:33])[C:19]2[C:16]3[C:17](=[O:18])[N:12]([CH2:11][CH2:10][CH2:9][O:8][CH:68]4[CH2:69][CH2:58][CH2:65][CH2:66][O:67]4)[C:13](=[O:42])[N:14]([CH3:41])[C:15]=3[N:22]=[CH:21][C:20]=2[C:50]2[CH:49]=[CH:48][CH:47]=[C:46]([O:45][C:44]([F:56])([F:55])[F:43])[CH:51]=2)=[CH:39][CH:38]=1 |f:3.4.5,^1:73,75,94,113|. Procedure: 6-bromo-5-((4-chlorophenyl)(hydroxy)methyl)-1-methyl-3-(3-(tetrahydro-2H-pyran-2-yloxy)propyl)pyrido[2,3-d]pyrimidine-2,4(1H,3H)-dione (See Compound 20, step 5, 500 mg, 0.931 mmol) and 3-(trifluoromethoxy)phenylboronic acid (288 mg, 1.40 mmol) were combined in dioxane (15 ml) and water (4 mL) then K2CO3 (385 mg, 2.79 mmol) and Pd(PPh3)4 (60 mg) were added. The reaction was degassed with nitrogen (3×), heated at 100° C. for 18 h, cooled to RT, diluted with water (10 mL) and extracted with EA (2×5... Starting materials: ClC1=CC2=C(CCN3C2=CC=2C(=CC=CC32)F)N=N1 (2-chloro-11-fluoro-5,6-dihydropyridazino[4′,3′:3,4]pyrido[1,2-a]indole), FC1=CC=C(C=C1)C=1OC2=C(C1C(NC)=O)C=C(C(=C2)N(S(=O)(=O)C)C)B(O)O ((2-(4-fluorophenyl)-3-(methylcarbamoyl)-6-(N-methylmethylsulfonamido)benzofuran-5-yl)boronic acid), [O-]P(=O)([O-])[O-].[K+].[K+].[K+] (K3PO4), Pd(dtbpf)Cl2. Solvent: CN(C)C=O (DMF). Conditions: temperature 100 celsius, time 3 hour. The product is FC=1C=2C=C3N(C2C=CC1)CCC1=C3C=C(N=N1)C=1C(=CC3=C(C(=C(O3)C3=CC=C(C=C3)F)C(=O)NC)C1)N(S(=O)(=O)C)C (5-(11-fluoro-5,6-dihydropyridazino[4′,3′:3,4]pyrido[1,2-a]indol-2-yl)-2-(4-fluorophenyl)-N-methyl-6-(N-methylmethylsulfonamido)benzofuran-3-carboxamide). Yield: 13.2%. RXN SMILES: Cl[C:2]1[N:19]=[N:18][C:5]2[CH2:6][CH2:7][N:8]3[C:16]4[CH:15]=[CH:14][CH:13]=[C:12]([F:17])[C:11]=4[CH:10]=[C:9]3[C:4]=2[CH:3]=1.[F:20][C:21]1[CH:26]=[CH:25][C:24]([C:27]2[O:28][C:29]3[CH:39]=[C:38]([N:40]([CH3:45])[S:41]([CH3:44])(=[O:43])=[O:42])[C:37](B(O)O)=[CH:36][C:30]=3[C:31]=2[C:32](=[O:35])[NH:33][CH3:34])=[CH:23][CH:22]=1.[O-]P([O-])([O-])=O.[K+].[K+].[K+]>CN(C=O)C>[F:17][C:12]1[C:11]2[CH:10]=[C:9]3[C:4]4[CH:3]=[C:2]([C:37]5[C:38]([N:40]([CH3:45])[S:41]([CH3:44])(=[O:43])=[O:42])=[CH:39][C:29]6[O:28][C:27]([C:24]7[CH:25]=[CH:26][C:21]([F:20])=[CH:22][CH:23]=7)=[C:31]([C:32]([NH:33][CH3:34])=[O:35])[C:30]=6[CH:36]=5)[N:19]=[N:18][C:5]=4[CH2:6][CH2:7][N:8]3[C:16]=2[CH:15]=[CH:14][CH:13]=1 |f:2.3.4.5|. Procedure details: To a degassed solution of 2-chloro-11-fluoro-5,6-dihydropyridazino[4′,3′:3,4]pyrido[1,2-a]indole (100 mg, 0.37 mmol), (2-(4-fluorophenyl)-3-(methylcarbamoyl)-6-(N-methylmethylsulfonamido)benzofuran-5-yl)boronic acid (169 mg, 0.4 mmol) and K3PO4 (155 mg, 0.73 mmol) in DMF (3 mL) was added Pd(dtbpf)Cl2 (5 mg) under N2. Then the mixture was stirred at 100° C. for 3 hours. The reaction mixture was cooled to RT and filtered. The filtrate was washed with H2O and dried over Na2SO4. After being concentr... The reactants are C(C)(C)(C)OC(N[C@H]1CN(CC1)C1=NC(=C2N=CN(C2=N1)[C@H]1[C@@H]([C@@H]([C@H](C1)NC([C@@H](C)OCC1=CC=CC=C1)=O)O)O)NCC(C1=CC=CC=C1)C1=CC=CC=C1)=O ({(R)-1-[9-[(1R,2S,3R,4S)-4-((R)-2-Benzyloxy-propionylamino)-2,3-dihydroxy-cyclopentyl]-6-(2,2-diphenyl-ethylamino)-9H-purin-2-yl]-pyrrolidin-3-yl}-carbamic acid tert-butyl ester), Cl (HCl). Solvent: CO (MeOH), O1CCOCC1 (dioxane). Run at time 2 hour. The product is N[C@H]1CN(CC1)C1=NC(=C2N=CN(C2=N1)[C@H]1[C@@H]([C@@H]([C@H](C1)NC([C@@H](C)OCC1=CC=CC=C1)=O)O)O)NCC(C1=CC=CC=C1)C1=CC=CC=C1 ((R)—N-{(1S,2R,3S,4R)-4-[2-((R)-3-Amino-pyrrolidin-1-yl)-6-(2,2-diphenyl-ethylamino)-purin-9-yl]-2,3-dihydroxy-cyclopentyl}-2-benzyloxy-propionamide). Reaction SMILES: C(OC(=O)[NH:7][C@@H:8]1[CH2:12][CH2:11][N:10]([C:13]2[N:21]=[C:20]3[C:16]([N:17]=[CH:18][N:19]3[C@@H:22]3[CH2:26][C@H:25]([NH:27][C:28](=[O:39])[C@H:29]([O:31][CH2:32][C:33]4[CH:38]=[CH:37][CH:36]=[CH:35][CH:34]=4)[CH3:30])[C@@H:24]([OH:40])[C@H:23]3[OH:41])=[C:15]([NH:42][CH2:43][CH:44]([C:51]3[CH:56]=[CH:55][CH:54]=[CH:53][CH:52]=3)[C:45]3[CH:50]=[CH:49][CH:48]=[CH:47][CH:46]=3)[N:14]=2)[CH2:9]1)(C)(C)C.Cl>CO.O1CCOCC1>[NH2:7][C@@H:8]1[CH2:12][CH2:11][N:10]([C:13]2[N:21]=[C:20]3[C:16]([N:17]=[CH:18][N:19]3[C@@H:22]3[CH2:26][C@H:25]([NH:27][C:28](=[O:39])[C@H:29]([O:31][CH2:32][C:33]4[CH:38]=[CH:37][CH:36]=[CH:35][CH:34]=4)[CH3:30])[C@@H:24]([OH:40])[C@H:23]3[OH:41])=[C:15]([NH:42][CH2:43][CH:44]([C:45]3[CH:46]=[CH:47][CH:48]=[CH:49][CH:50]=3)[C:51]3[CH:56]=[CH:55][CH:54]=[CH:53][CH:52]=3)[N:14]=2)[CH2:9]1. Procedure: A solution of {(R)-1-[9-[(1R,2S,3R,4S)-4-((R)-2-Benzyloxy-propionylamino)-2,3-dihydroxy-cyclopentyl]-6-(2,2-diphenyl-ethylamino)-9H-purin-2-yl]-pyrrolidin-3-yl}-carbamic acid tert-butyl ester in MeOH (˜0.5M) is treated with an equal volume of 4M HCl in dioxane and stirred at room temperature for 2 hours. The solvent is removed in vacuo and purification is carried out by column chromatography/crystallisation to afford the title compound. Starting materials: C1(CCC1)C(=O)N[C@@H](CCCCNC(=O)OCC1=CC=CC=C1)C(=O)NC(CC1=CC=CC=C1)P(O)(O)=O ([1-[[N2 -(Cyclobutylcarbonyl)-N6 -[(phenylmethoxy) carbonyl]-L-lysyl]amino]-2-phenylethyl]phosphonic acid), C1(=CC=CC=C1)COC(=O)NCCCC[C@@H](C(=O)N1[C@H](C(=O)OCC2=CC=CC=C2)CCC1)O (1-[(S)-6-[[(phenylmethoxy)carbonyl]amino]-2-hydroxy-1-oxohexyl]-L-proline, phenylmethyl ester), C1(CCCCC1)N=C=NC1CCCCC1 (Dicyclohexylcarbodiimide). Solvent: N1=CC=CC=C1 (pyridine). Run at time 8 hour. Yields the product C1(=CC=CC=C1)COC(=O)NCCCC[C@@H](C(=O)N1[C@H](C(=O)OCC2=CC=CC=C2)CCC1)OP(=O)(O)C(CC1=CC=CC=C1)NC([C@H](CCCCNC(=O)OCC1=CC=CC=C1)NC(=O)C1CCC1)=O (1-[(S)-6-[[(phenylmethoxy)carbonyl]amino]-2-[[[1-[[(S)-6-[[(phenylmethoxy)carbonyl]amino]-2-[(cyclobutylcarbonyl)amino]-1-oxohexyl]amino]-2-phenylethyl]hydroxyphosphinyl]oxy]-1-oxohexyl]-L-proline, phenylmethyl ester). As a reaction SMILES: [CH:1]1([C:5]([NH:7][C@H:8]([C:24]([NH:26][CH:27]([P:35](=[O:38])([OH:37])[OH:36])[CH2:28][C:29]2[CH:34]=[CH:33][CH:32]=[CH:31][CH:30]=2)=[O:25])[CH2:9][CH2:10][CH2:11][CH2:12][NH:13][C:14]([O:16][CH2:17][C:18]2[CH:23]=[CH:22][CH:21]=[CH:20][CH:19]=2)=[O:15])=[O:6])[CH2:4][CH2:3][CH2:2]1.[C:39]1([CH2:45][O:46][C:47]([NH:49][CH2:50][CH2:51][CH2:52][CH2:53][C@H:54](O)[C:55]([N:57]2[CH2:71][CH2:70][CH2:69][C@H:58]2[C:59]([O:61][CH2:62][C:63]2[CH:68]=[CH:67][CH:66]=[CH:65][CH:64]=2)=[O:60])=[O:56])=[O:48])[CH:44]=[CH:43][CH:42]=[CH:41][CH:40]=1.C1(N=C=NC2CCCCC2)CCCCC1>N1C=CC=CC=1>[C:39]1([CH2:45][O:46][C:47]([NH:49][CH2:50][CH2:51][CH2:52][CH2:53][C@H:54]([O:38][P:35]([CH:27]([NH:26][C:24](=[O:25])[C@@H:8]([NH:7][C:5]([CH:1]2[CH2:4][CH2:3][CH2:2]2)=[O:6])[CH2:9][CH2:10][CH2:11][CH2:12][NH:13][C:14]([O:16][CH2:17][C:18]2[CH:19]=[CH:20][CH:21]=[CH:22][CH:23]=2)=[O:15])[CH2:28][C:29]2[CH:34]=[CH:33][CH:32]=[CH:31][CH:30]=2)([OH:37])=[O:36])[C:55]([N:57]2[CH2:71][CH2:70][CH2:69][C@H:58]2[C:59]([O:61][CH2:62][C:63]2[CH:64]=[CH:65][CH:66]=[CH:67][CH:68]=2)=[O:60])=[O:56])=[O:48])[CH:44]=[CH:43][CH:42]=[CH:41][CH:40]=1. Procedure: [1-[[N2 -(Cyclobutylcarbonyl)-N6 -[(phenylmethoxy) carbonyl]-L-lysyl]amino]-2-phenylethyl]phosphonic acid (500 mg., 0.91 mmole) is dissolved in pyridine (10 ml.) with 1-[(S)-6-[[(phenylmethoxy)carbonyl]amino]-2-hydroxy-1-oxohexyl]-L-proline, phenylmethyl ester (426 mg., 0.91 mmole). Dicyclohexylcarbodiimide (224 mg., 1.09 mmole) is added and the mixture is stirred at room temperature overnight. It is then concentrated in vacuo and partitioned between ethyl acetate and 5% potassium bisulfate afte... Starting materials: FC=1C=CC(=NC1)C1=NOC(=C1CNC1=NN(C(=C1)C(=O)O)C)C (3-((3-(5-fluoropyridin-2-yl)-5-methylisoxazol-4-yl)methylamino)-1-methyl-1H-pyrazole-5-carboxylic acid), NCC1CC1 (aminomethylcyclopropane). Product: C1(CC1)CNC(=O)C1=CC(=NN1C)NCC=1C(=NOC1C)C1=NC=C(C=C1)F (N-(Cyclopropylmethyl)-3-((3-(5-fluoropyridin-2-yl)-5-methylisoxazol-4-yl)methylamino)-1-methyl-1H-pyrazole-5-carboxamide). Yield: 80.0%. RXN SMILES: [F:1][C:2]1[CH:3]=[CH:4][C:5]([C:8]2[C:12]([CH2:13][NH:14][C:15]3[CH:19]=[C:18]([C:20]([OH:22])=O)[N:17]([CH3:23])[N:16]=3)=[C:11]([CH3:24])[O:10][N:9]=2)=[N:6][CH:7]=1.[NH2:25][CH2:26][CH:27]1[CH2:29][CH2:28]1>>[CH:27]1([CH2:26][NH:25][C:20]([C:18]2[N:17]([CH3:23])[N:16]=[C:15]([NH:14][CH2:13][C:12]3[C:8]([C:5]4[CH:4]=[CH:3][C:2]([F:1])=[CH:7][N:6]=4)=[N:9][O:10][C:11]=3[CH3:24])[CH:19]=2)=[O:22])[CH2:29][CH2:28]1. Procedure: As described for example 163c, 3-((3-(5-fluoropyridin-2-yl)-5-methylisoxazol-4-yl)methylamino)-1-methyl-1H-pyrazole-5-carboxylic acid (92 mg, 0.28 mol) was converted, using aminomethylcyclopropane instead of isopropylamine, to the title compound (85 mg, 80%) which was obtained as a white solid. MS: m/e=385.2 [M+H]+.